This data is from the Open Reaction Database (ORD), a public repository of structured organic reaction records. The task is: describe an organic reaction: reactants, conditions, products, and yield RXN SMILES: [ClH:1].[NH2:2][CH2:3][C:4]1([CH2:10][C:11]([OH:13])=[O:12])[CH2:9][CH2:8][CH2:7][CH2:6][CH2:5]1.Cl>C(O)CCC>[ClH:1].[NH2:2][CH2:3][C:4]1([CH2:10][C:11]([O:13][CH2:3][CH2:4][CH2:5][CH3:6])=[O:12])[CH2:9][CH2:8][CH2:7][CH2:6][CH2:5]1 |f:0.1,4.5|. Reported procedure: A solution of 1-aminomethyl-1-cyclohexane-acetic acid hydrochloride in n-butanol is saturated with hydrogen chloride at 0° C. The reaction mixture is then heated to 110° C for two hours while hydrogen chloride is passed through. The solution thus obtained is then evaporated at 60° C and the residue stirred up with hexane is filtered and dried. n-Butyl 1-aminomethyl-1-cyclohexane acetate hydrochloride is obtained in form of a white powder having a melting point of 106° - 109° C. Run in C(CCC)O (n-butanol). The product is Cl.NCC1(CCCCC1)CC(=O)OCCCC (n-Butyl 1-aminomethyl-1-cyclohexane acetate hydrochloride). Reactants: Cl.NCC1(CCCCC1)CC(=O)O (1-aminomethyl-1-cyclohexane-acetic acid hydrochloride), Cl (hydrogen chloride), Cl (hydrogen chloride).